This data is from the Open Reaction Database (ORD), a public repository of structured organic reaction records. The task is: describe an organic reaction: reactants, conditions, products, and yield The solvent is C(Cl)Cl (DCM). As a reaction SMILES: [CH2:1]([O:8][N:9]1[C:15](=[O:16])[N:14]2[CH2:17][C@H:10]1[CH2:11][CH2:12][C@H:13]2[C:18]([OH:20])=O)[C:2]1[CH:7]=[CH:6][CH:5]=[CH:4][CH:3]=1.ON1C2C=CC=C[C:25]=2[N:24]=[N:23]1.Cl.[CH2:32](N=C=NCCCN(C)C)C>C(Cl)Cl>[CH2:1]([O:8][N:9]1[C:15](=[O:16])[N:14]2[CH2:17][C@H:10]1[CH2:11][CH2:12][C@H:13]2[C:18]([NH:23][N:24]([CH3:25])[CH3:32])=[O:20])[C:2]1[CH:3]=[CH:4][CH:5]=[CH:6][CH:7]=1 |f:2.3|. Reported procedure: To a solution of (2S,5R)-6-(benzyloxy)-7-oxo-1,6-diazabicyclo[3.2.1]octane-2-carboxylic acid 1 (0.276 g, 1.0 mmol) in dry DCM (20 mL) were added 231 (0.09 g, 1.5 mmol), 1-hydroxybenzotriazole (0.203 g, 1.5 mmol), and 1-ethyl-(3-dimethylaminopropyl)carbodiimide hydrochloride (0.288 g, 1.5 mmol) at room temperature. The reaction mixture was stirred at room temperature overnight and concentrated under vacuum. The residue was purified by column chromatography to give 232 (0.25 g, slightly impure) as... Conditions: time 8 hour. The product is C(C1=CC=CC=C1)ON1[C@@H]2CC[C@H](N(C1=O)C2)C(=O)NN(C)C ((2S,5R)-6-(benzyloxy)-N′,N′-dimethyl-7-oxo-1,6-diazabicyclo[3.2.1]octane-2-carbohydrazide). The reactants are C(C1=CC=CC=C1)ON1[C@@H]2CC[C@H](N(C1=O)C2)C(=O)O ((2S,5R)-6-(benzyloxy)-7-oxo-1,6-diazabicyclo[3.2.1]octane-2-carboxylic acid), 231, ON1N=NC2=C1C=CC=C2 (1-hydroxybenzotriazole), Cl.C(C)N=C=NCCCN(C)C (1-ethyl-(3-dimethylaminopropyl)carbodiimide hydrochloride).